Dataset: the Open Reaction Database (ORD), a public repository of structured organic reaction records. Task: describe an organic reaction: reactants, conditions, products, and yield The reactants are [Si](C)(C)(C(C)(C)C)OCCCO (3-(t-butyldimethylsilyloxy)propan-1-ol), [Cr](=O)(=O)([O-])Cl.[NH+]1=CC=CC=C1 (pyridinium chlorochromate), CCOCC (ether). The solvent is ClCCl (dichloromethane). Conditions: time 1.5 hour. The product is [Si](C)(C)(C(C)(C)C)OCCC=O (3-(t-Butyldimethylsilyloxy)propanal). The yield is 55.5%. RXN SMILES: [Cr](Cl)([O-])(=O)=O.[NH+]1C=CC=CC=1.[Si:12]([O:19][CH2:20][CH2:21][CH2:22][OH:23])([C:15]([CH3:18])([CH3:17])[CH3:16])([CH3:14])[CH3:13].CCOCC>ClCCl>[Si:12]([O:19][CH2:20][CH2:21][CH:22]=[O:23])([C:15]([CH3:18])([CH3:17])[CH3:16])([CH3:14])[CH3:13] |f:0.1|. Procedure: To a suspension of pyridinium chlorochromate (8.50 g, 39.4 mmol) in dichloromethane (53 ml), stirred at room temperature under dry nitrogen, was added 3-(t-butyldimethylsilyloxy)propan-1-ol (5.00 g, 26.3 mmol). After 1.5 hr, dry ether (50 ml) was added and the supernatant liquid decanted from a black gum. The residual gum was washed with ether (3×50 ml) and the combined organic portions passed through a column of Florisil. The resulting brown solution was evaporated then the residue taken up in ... Reactants: NC1[C@@H]2N(C(=C(CS2)COC)C(=O)OCOC(C(C)(C)C)=O)C1=O (pivaloyloxymethyl 7-amino-3-methoxymethyl-3-cephem-4-carboxylate), C(C)N(C1=CC=CC=C1)CC (N,N-diethylaniline), ClCC(=O)NC=1SC=C(N1)C(C(=O)O)=NOC (2-(2-chloroacetamidothiazol-4-yl]-2-methoxyiminoacetic acid). Solvent: C(Cl)Cl (methylene chloride). Reaction conditions: temperature -5 celsius. The product is ClCC(=O)NC=1SC=C(N1)C(C(=O)NC1[C@@H]2N(C(=C(CS2)COC)C(=O)OCOC(C(C)(C)C)=O)C1=O)=NOC (pivaloyloxymethyl 7-[2-(2-chloroacetamidothiazol-4-yl)-2-methoxyiminoacetamido]-3-methoxymethyl-3-cephem-4-carboxylate). Reaction SMILES: [NH2:1][CH:2]1[C:23](=[O:24])[N:4]2[C:5]([C:12]([O:14][CH2:15][O:16][C:17](=[O:22])[C:18]([CH3:21])([CH3:20])[CH3:19])=[O:13])=[C:6]([CH2:9][O:10][CH3:11])[CH2:7][S:8][C@H:3]12.C(N(CC)C1C=CC=CC=1)C.[Cl:36][CH2:37][C:38]([NH:40][C:41]1[S:42][CH:43]=[C:44]([C:46](=[N:50][O:51][CH3:52])[C:47](O)=[O:48])[N:45]=1)=[O:39]>C(Cl)Cl>[Cl:36][CH2:37][C:38]([NH:40][C:41]1[S:42][CH:43]=[C:44]([C:46](=[N:50][O:51][CH3:52])[C:47]([NH:1][CH:2]2[C:23](=[O:24])[N:4]3[C:5]([C:12]([O:14][CH2:15][O:16][C:17](=[O:22])[C:18]([CH3:19])([CH3:20])[CH3:21])=[O:13])=[C:6]([CH2:9][O:10][CH3:11])[CH2:7][S:8][C@H:3]23)=[O:48])[N:45]=1)=[O:39]. Procedure details: Meanwhile, 121 mg of pivaloyloxymethyl 7-amino-3-methoxymethyl-3-cephem-4-carboxylate and 141 mg of N,N-diethylaniline were dissolved in 5 ml of methylene chloride and stirred at -5° C. The resulting mixture was added dropwise to the mixture containing 2-(2-chloroacetamidothiazol-4-yl]-2-methoxyiminoacetic acid prepared as described above. The reaction mixture was stirred for 15 minutes and then concentrated by evaporation under reduced pressure. To the residue were added 20 ml of ethyl acetate ... The reactants are O=C([O-])[O-], CN(C)C=O, [Cl-], [I-], [K+], [K+], [Na+], [Na+], BrCCCc1ccccc1, O=C(C(Cc1ccc(OS(=O)(=O)c2cccc3cnccc23)cc1)NS(=O)(=O)c1cccc2cnccc12)N1CCNCC1. Product: O=C(C(Cc1ccc(OS(=O)(=O)c2cccc3cnccc23)cc1)NS(=O)(=O)c1cccc2cnccc12)N1CCN(CCCc2ccccc2)CC1. As a reaction SMILES: [C:55](=[O:56])([O-:57])[O-:58].[CH3:65][N:66]([CH3:67])[CH:68]=[O:69].[Cl-:64].[I-:62].[K+:59].[K+:60].[Na+:61].[Na+:63].[c:45]1([CH2:51][CH2:52][CH2:53][Br:54])[cH:46][cH:47][cH:48][cH:49][cH:50]1.[cH:1]1[n:2][cH:3][cH:4][c:5]2[c:6]([S:11](=[O:12])(=[O:13])[NH:14][CH:15]([CH2:16][c:17]3[cH:18][cH:19][c:20]([O:23][S:24](=[O:25])(=[O:26])[c:27]4[c:28]5[cH:29][cH:30][n:31][cH:32][c:33]5[cH:34][cH:35][cH:36]4)[cH:21][cH:22]3)[C:37](=[O:38])[N:39]3[CH2:40][CH2:41][NH:42][CH2:43][CH2:44]3)[cH:7][cH:8][cH:9][c:10]12>>[cH:1]1[n:2][cH:3][cH:4][c:5]2[c:6]([S:11](=[O:12])(=[O:13])[NH:14][CH:15]([CH2:16][c:17]3[cH:18][cH:19][c:20]([O:23][S:24](=[O:25])(=[O:26])[c:27]4[c:28]5[cH:29][cH:30][n:31][cH:32][c:33]5[cH:34][cH:35][cH:36]4)[cH:21][cH:22]3)[C:37](=[O:38])[N:39]3[CH2:40][CH2:41][N:42]([CH2:53][CH2:52][CH2:51][c:45]4[cH:46][cH:47][cH:48][cH:49][cH:50]4)[CH2:43][CH2:44]3)[cH:7][cH:8][cH:9][c:10]12. The reactants are Cl.N(C(=N)N)C1=CC=C(C(=O)Cl)C=C1 (4-Carbamimidamidobenzoyl chloride hydrochloride), C(C)(C)(C)OC(CC1(CC(=NO1)C1=C(C=CC(=C1)O)C1CCN(CC1)CCC(=O)OC(C)(C)C)CC(OC(C)(C)C)=O)=O (tert-butyl 3-(4-(2-(5,5-bis(2-tert-butoxy-2-oxoethyl)-4,5-dihydro-1,2-oxazol-3-yl)-4-hydroxyphenyl)piperidin-1-yl)propanoate), N1=CC=CC=C1 (pyridine), CN1CCCC1=O (NMP), Cl.N(C(=N)N)C1=CC=C(C(=O)Cl)C=C1 (4-Carbamimidamidobenzoyl chloride hydrochloride), Cl.N(C(=N)N)C1=CC=C(C(=O)Cl)C=C1 (4-Carbamimidamidobenzoyl chloride hydrochloride), Cl.N(C(=N)N)C1=CC=C(C(=O)Cl)C=C1 (4-Carbamimidamidobenzoyl chloride hydrochloride). Run in C(C)#N (acetonitrile). Reaction conditions: time 30 minute. The product is N(C(=N)N)C1=CC=C(C(=O)OC2=CC(=C(C=C2)C2CCN(CC2)CCC(=O)OC(C)(C)C)C2=NOC(C2)(CC(OC(C)(C)C)=O)CC(=O)OC(C)(C)C)C=C1 (3-(5,5-Bis(2-tert-butoxy-2-oxoethyl)-4,5-dihydro-1,2-oxazol-3-yl)-4-(1-(3-tert-butoxy-3-oxopropyl)piperidin-4-yl)phenyl 4-carbamimidamidobenzoate). Isolated yield 55.5%. Reaction SMILES: Cl.[NH:2]([C:6]1[CH:14]=[CH:13][C:9]([C:10](Cl)=[O:11])=[CH:8][CH:7]=1)[C:3]([NH2:5])=[NH:4].[C:15]([O:19][C:20](=[O:57])[CH2:21][C:22]1([CH2:49][C:50](=[O:56])[O:51][C:52]([CH3:55])([CH3:54])[CH3:53])[O:26][N:25]=[C:24]([C:27]2[CH:32]=[C:31]([OH:33])[CH:30]=[CH:29][C:28]=2[CH:34]2[CH2:39][CH2:38][N:37]([CH2:40][CH2:41][C:42]([O:44][C:45]([CH3:48])([CH3:47])[CH3:46])=[O:43])[CH2:36][CH2:35]2)[CH2:23]1)([CH3:18])([CH3:17])[CH3:16].N1C=CC=CC=1.CN1C(=O)CCC1>C(#N)C>[NH:2]([C:6]1[CH:14]=[CH:13][C:9]([C:10]([O:33][C:31]2[CH:30]=[CH:29][C:28]([CH:34]3[CH2:35][CH2:36][N:37]([CH2:40][CH2:41][C:42]([O:44][C:45]([CH3:46])([CH3:47])[CH3:48])=[O:43])[CH2:38][CH2:39]3)=[C:27]([C:24]3[CH2:23][C:22]([CH2:49][C:50]([O:51][C:52]([CH3:55])([CH3:54])[CH3:53])=[O:56])([CH2:21][C:20](=[O:57])[O:19][C:15]([CH3:16])([CH3:17])[CH3:18])[O:26][N:25]=3)[CH:32]=2)=[O:11])=[CH:8][CH:7]=1)[C:3]([NH2:5])=[NH:4] |f:0.1|. Procedure details: 4-Carbamimidamidobenzoyl chloride hydrochloride (23.57 mg) was added to a mixture of tert-butyl 3-(4-(2-(5,5-bis(2-tert-butoxy-2-oxoethyl)-4,5-dihydro-1,2-oxazol-3-yl)-4-hydroxyphenyl)piperidin-1-yl)propanoate (60.7 mg), pyridine (0.2 mL), and NMP (0.2 mL) at 50 C, and the obtained mixture was stirred at 50 C for 30 minutes. 4-Carbamimidamidobenzoyl chloride hydrochloride (23.57 mg) was further added thereto, and the obtained mixture was stirred at 50 C for 30 minutes. 4-Carbamimidamidobenzoyl c... Starting materials: CN(C)P(=O)(N(C)C)N(C)C, COS(=O)(=O)OC, [H-], [Na+], O, Cc1cc(O)c(C(=O)C=Cc2cccc(C=CC#N)c2)c(=O)o1. Product: COc1cc(C)oc(=O)c1C(=O)C=Cc1cccc(C=CC#N)c1. As a reaction SMILES: [CH3:1][N:2]([P:3]([N:4]([CH3:5])[CH3:6])([N:7]([CH3:8])[CH3:9])=[O:10])[CH3:11].[CH3:37][O:38][S:39]([O:40][CH3:41])(=[O:42])=[O:43].[H-:35].[Na+:36].[OH2:44].[OH:12][c:13]1[c:14]([C:21]([CH:22]=[CH:23][c:24]2[cH:25][c:26]([CH:30]=[CH:31][C:32]#[N:33])[cH:27][cH:28][cH:29]2)=[O:34])[c:15](=[O:20])[o:16][c:17]([CH3:19])[cH:18]1>>[CH3:1][O:12][c:13]1[c:14]([C:21]([CH:22]=[CH:23][c:24]2[cH:25][c:26]([CH:30]=[CH:31][C:32]#[N:33])[cH:27][cH:28][cH:29]2)=[O:34])[c:15](=[O:20])[o:16][c:17]([CH3:19])[cH:18]1. The reactants are BrCC (bromoethane), Mg, Cl (HCl), C(C=C)Br (allyl bromide), C#CCCCCC (1-heptyne). The reagents and catalysts are Cl[Cu] (CuCl). Solvent: CCOCC (Et2O), CCOCC (Et2O), CCOCC (Et2O), CCOCC (Et2O). The product is C=CCC#CCCCCC (dec-1-en-4-yne). Yield: 70.0%. RXN SMILES: BrCC.[CH:4]#[C:5][CH2:6][CH2:7][CH2:8][CH2:9][CH3:10].[CH2:11](Br)[CH:12]=[CH2:13].Cl>CCOCC.Cl[Cu]>[CH2:4]=[CH:5][CH2:6][C:7]#[C:8][CH2:9][CH2:10][CH2:11][CH2:12][CH3:13]. Reported procedure: A solution of bromoethane (43.6 g, 400 mmol) in Et2O (280 ml) was added dropwise to a suspension of Mg (9.6 g, 400 mmol) in Et2O (140 ml). After 3 hours a solution of 1-heptyne (35.0 g, 360 mmol) in Et2O (140 ml) was added dropwise to the reaction medium. After 90 minutes at reflux, CuCl (1.8 g, 18.2 mmol) was added to the cold reaction mixture and after 15 minutes a solution of allyl bromide (48.4 g, 400 mmol) in Et2O (140 ml) was added dropwise. After 18 hours at reflux, the cold reaction mixt... Reactants: COC(=O)C(Br)c1ccccc1OC, CCOC(C)=O, [Cl-], CC(C)(C)OC(=O)n1c(=O)[nH]c2cc(Cl)ccc21, [H-], [NH4+], [Na+], CN(C)C=O. The product is COC(=O)C(c1ccccc1OC)n1c(=O)n(C(=O)OC(C)(C)C)c2ccc(Cl)cc21. RXN SMILES: [Br:21][CH:22]([C:23](=[O:24])[O:25][CH3:26])[c:27]1[c:28]([O:33][CH3:34])[cH:29][cH:30][cH:31][cH:32]1.[CH3:42][CH2:43][O:44][C:45](=[O:46])[CH3:47].[Cl-:35].[Cl:1][c:2]1[cH:3][c:4]2[c:5]([n:6]([C:10](=[O:11])[O:12][C:13]([CH3:14])([CH3:15])[CH3:16])[c:7](=[O:9])[nH:8]2)[cH:17][cH:18]1.[H-:19].[NH4+:36].[Na+:20].[O:37]=[CH:38][N:39]([CH3:40])[CH3:41]>>[Cl:1][c:2]1[cH:3][c:4]2[c:5]([n:6]([C:10](=[O:11])[O:12][C:13]([CH3:14])([CH3:15])[CH3:16])[c:7](=[O:9])[n:8]2[CH:22]([C:23](=[O:24])[O:25][CH3:26])[c:27]2[c:28]([O:33][CH3:34])[cH:29][cH:30][cH:31][cH:32]2)[cH:17][cH:18]1. The reactants are C1CCOC1, O=C(Cl)C(=O)Cl, Nc1ccc(-c2ccccc2F)cc1[N+](=O)[O-], [H-], [Na+], O=C(O)C1=NOC2(CCOCC2)C1, CN(C)C=O. The product is O=C(Nc1ccc(-c2ccccc2F)cc1[N+](=O)[O-])C1=NOC2(CCOCC2)C1. RXN SMILES: [CH2:39]1[O:40][CH2:41][CH2:42][CH2:43]1.[Cl:14][C:15]([C:16]([Cl:17])=[O:18])=[O:19].[F:20][c:21]1[c:22](-[c:27]2[cH:28][c:29]([N+:34](=[O:35])[O-:36])[c:30]([NH2:33])[cH:31][cH:32]2)[cH:23][cH:24][cH:25][cH:26]1.[H-:38].[Na+:37].[O:1]1[N:2]=[C:3]([C:11](=[O:12])[OH:13])[CH2:4][C:5]12[CH2:6][CH2:7][O:8][CH2:9][CH2:10]2.[O:44]=[CH:45][N:46]([CH3:47])[CH3:48]>>[O:1]1[N:2]=[C:3]([C:11](=[O:13])[NH:33][c:30]2[c:29]([N+:34](=[O:35])[O-:36])[cH:28][c:27](-[c:22]3[c:21]([F:20])[cH:26][cH:25][cH:24][cH:23]3)[cH:32][cH:31]2)[CH2:4][C:5]12[CH2:6][CH2:7][O:8][CH2:9][CH2:10]2.